From a dataset of the Open Reaction Database (ORD), a public repository of structured organic reaction records. describe an organic reaction: reactants, conditions, products, and yield Starting materials: C1(CCCC1)S(=O)(=O)N (cyclopentanesulfonamide), Cl (HCl), [OH-].[Na+] (sodium hydroxide), BrC1=CC=C(C=C1)N=C=O (4-bromophenyl isocyanate). The solvent is CC(=O)C (acetone), CC(=O)C (acetone). Run at time 2 hour. Product: BrC1=CC=C(C=C1)NC(=O)NS(=O)(=O)C1CCCC1 (N-(4-bromophenyl)-N'-cyclopentanesulfonylurea). The yield is 83.2%. Reaction SMILES: [CH:1]1([S:6]([NH2:9])(=[O:8])=[O:7])[CH2:5][CH2:4][CH2:3][CH2:2]1.[OH-].[Na+].[Br:12][C:13]1[CH:18]=[CH:17][C:16]([N:19]=[C:20]=[O:21])=[CH:15][CH:14]=1.Cl>CC(C)=O>[Br:12][C:13]1[CH:18]=[CH:17][C:16]([NH:19][C:20]([NH:9][S:6]([CH:1]2[CH2:5][CH2:4][CH2:3][CH2:2]2)(=[O:8])=[O:7])=[O:21])=[CH:15][CH:14]=1 |f:1.2|. Procedure: The general method of procedure A was followed with cyclopentanesulfonamide (3 g), acetone (100 ml), 1N sodium hydroxide (21 ml), and 4-bromophenyl isocyanate (3.7 g) dissolved in acetone (50 ml). After two hours, 1N HCl (21 ml) was added. The resulting precipitate was collected, washed with water and dried at 60° C. under vacuum to provide 5.4 g of product. Reactants: O=C(O)C=Cc1ccc(C(F)(F)F)nc1CCc1ccccc1, COc1nc(OC)nc([N+]2(C)CCOCC2)n1, [Cl-], Cl, NCc1ccc(NS(=O)(=O)C(F)(F)F)cc1, O. The product is O=C(C=Cc1ccc(C(F)(F)F)nc1CCc1ccccc1)NCc1ccc(NS(=O)(=O)C(F)(F)F)cc1. As a reaction SMILES: [CH2:37]([CH2:38][c:39]1[cH:40][cH:41][cH:42][cH:43][cH:44]1)[c:45]1[n:46][c:47]([C:56]([F:57])([F:58])[F:59])[cH:48][cH:49][c:50]1[CH:51]=[CH:52][C:53](=[O:54])[OH:55].[CH3:20][O:21][c:22]1[n:23][c:24]([O:25][CH3:26])[n:27][c:28]([N+:29]2([CH3:30])[CH2:31][CH2:32][O:33][CH2:34][CH2:35]2)[n:36]1.[Cl-:19].[ClH:17].[NH2:1][CH2:2][c:3]1[cH:4][cH:5][c:6]([NH:9][S:10](=[O:11])(=[O:12])[C:13]([F:14])([F:15])[F:16])[cH:7][cH:8]1.[OH2:18]>>[NH:1]([CH2:2][c:3]1[cH:4][cH:5][c:6]([NH:9][S:10](=[O:11])(=[O:12])[C:13]([F:14])([F:15])[F:16])[cH:7][cH:8]1)[C:53]([CH:52]=[CH:51][c:50]1[c:45]([CH2:37][CH2:38][c:39]2[cH:40][cH:41][cH:42][cH:43][cH:44]2)[n:46][c:47]([C:56]([F:57])([F:58])[F:59])[cH:48][cH:49]1)=[O:54]. The reactants are COC=1C=C(C=C2C(N=C(S2)SC)=O)C=CC1OC1=C(C=CC=C1)C(F)(F)F (5-[3-Methoxy-4-(2-trifluoromethyl-phenoxy)-benzylidene]-2-methylsulfanyl-thiazol-4-one), N1CC(C1)C(=O)O (azetidine-3-carboxylic acid). Run in CN(C)C=O (DMF). Yields the product COC=1C=C(C=C2C(N=C(S2)N2CC(C2)C(=O)O)=O)C=CC1OC1=C(C=CC=C1)C(F)(F)F (1-{5-[3-Methoxy-4-(2-trifluoromethyl-phenoxy)-benzylidene]-4-oxo-4,5-dihydro-thiazol-2-yl}-azetidine-3-carboxylic acid). As a reaction SMILES: [CH3:1][O:2][C:3]1[CH:4]=[C:5]([CH:15]=[CH:16][C:17]=1[O:18][C:19]1[CH:24]=[CH:23][CH:22]=[CH:21][C:20]=1[C:25]([F:28])([F:27])[F:26])[CH:6]=[C:7]1[S:11][C:10](SC)=[N:9][C:8]1=[O:14].[NH:29]1[CH2:32][CH:31]([C:33]([OH:35])=[O:34])[CH2:30]1>CN(C=O)C>[CH3:1][O:2][C:3]1[CH:4]=[C:5]([CH:15]=[CH:16][C:17]=1[O:18][C:19]1[CH:24]=[CH:23][CH:22]=[CH:21][C:20]=1[C:25]([F:26])([F:28])[F:27])[CH:6]=[C:7]1[S:11][C:10]([N:29]2[CH2:32][CH:31]([C:33]([OH:35])=[O:34])[CH2:30]2)=[N:9][C:8]1=[O:14]. Procedure: was prepared from 5-[3-Methoxy-4-(2-trifluoromethyl-phenoxy)-benzylidene]-2-methylsulfanyl-thiazol-4-one and azetidine-3-carboxylic acid and substituting MeCN with DMF as described in Example 5C Starting materials: CCO, CCOC(=O)CCC(C)c1ccc([N+](=O)[O-])cc1. Yields the product CCOC(=O)CCC(C)c1ccc(N)cc1. Reaction SMILES: [CH3:19][CH2:20][OH:21].[N+:1]([O-:2])(=[O:3])[c:4]1[cH:5][cH:6][c:7]([CH:10]([CH2:11][CH2:12][C:13](=[O:14])[O:15][CH2:16][CH3:17])[CH3:18])[cH:8][cH:9]1>>[NH2:1][c:4]1[cH:5][cH:6][c:7]([CH:10]([CH2:11][CH2:12][C:13](=[O:14])[O:15][CH2:16][CH3:17])[CH3:18])[cH:8][cH:9]1. The reactants are C(C)OC(=O)CCC1=CC=C(S1)C(=O)OC(C)(C)C (t-butyl 5-(2-ethoxycarbonylethyl)-2-thiophenecarboxylate). Solvent: C(C)O (ethanol). Yields the product C(C)(C)(C)OC(=O)C1=CC=C(S1)CCC(=O)O (3-(5-t-butoxycarbonylthiophen-2-yl)propionic acid). The yield is 88.8%. Reaction SMILES: C([O:3][C:4]([CH2:6][CH2:7][C:8]1[S:12][C:11]([C:13]([O:15][C:16]([CH3:19])([CH3:18])[CH3:17])=[O:14])=[CH:10][CH:9]=1)=[O:5])C>C(O)C>[C:16]([O:15][C:13]([C:11]1[S:12][C:8]([CH2:7][CH2:6][C:4]([OH:5])=[O:3])=[CH:9][CH:10]=1)=[O:14])([CH3:19])([CH3:17])[CH3:18]. Procedure details: The t-butyl 5-(2-ethoxycarbonylethyl)-2-thiophenecarboxylate (7.6 g, 26.8 mmol) prepared in the Preparative Example 15 was partially hydrolyzed in an ethanol/1N sodium hydroxide mixture at room temperature to give 6.1 g of 3-(5-t-butoxycarbonylthiophen-2-yl)propionic acid. This acid was dissolved in anhydrous tetrahydrofuran and the obtained solution was dropped into a solution of borane in tetrahydrofuran, which had been preliminarily prepared from sodium borohydride (3.37 g, 89 ml) and trifluo... Starting materials: C([O-])([O-])=O.[K+].[K+] (potassium carbonate), ClC1=C(C=O)C(=CC=C1F)Cl (2,6-dichloro-3-fluorobenzaldehyde), [N+](=O)([O-])C (nitromethane). Run in C1CCOC1 (THF). Reaction conditions: time 2 hour. Product: ClC1=C(C(=CC=C1F)Cl)C(C[N+](=O)[O-])O (1-(2,6-dichloro-3-fluorophenyl)-2-nitroethanol). Yield: 99.8%. As a reaction SMILES: C(=O)([O-])[O-].[K+].[K+].[Cl:7][C:8]1[C:15]([F:16])=[CH:14][CH:13]=[C:12]([Cl:17])[C:9]=1[CH:10]=[O:11].[N+:18]([CH3:21])([O-:20])=[O:19]>C1COCC1>[Cl:7][C:8]1[C:15]([F:16])=[CH:14][CH:13]=[C:12]([Cl:17])[C:9]=1[CH:10]([OH:11])[CH2:21][N+:18]([O-:20])=[O:19] |f:0.1.2|. Procedure details: In a 3-necked 100 mL RBF, freshly ground potassium carbonate (0.486 g, 3.51 mmol) was added to a solution of 2,6-dichloro-3-fluorobenzaldehyde (2.26 g, 11.71 mmol) in THF (12 ml) at room temperature. Then nitromethane (8.88 ml, 164 mmol) was added. The mixture was stirred at room temperature for 2 h. The mixture was quenched with water (15 mL) and extracted with EtOAc (3×15 mL). The combined organic layer washed with brine, dried over anhydrous Na2SO4 and concentrated under reduced pressure to g...